The task is: describe an organic reaction: reactants, conditions, products, and yield. This data is from the Open Reaction Database (ORD), a public repository of structured organic reaction records. Reactants: BrC1=C(C(=CS1)C(=O)N[C@@H](C)C1=CC=C(C(=O)OC)C=C1)CC1=CC(=CC=C1)Cl (methyl 4-[(1S)-1-({[5-bromo-4-(3-chlorobenzyl)-3-thienyl]carbonyl}amino)ethyl]benzoate). Solvent: CCOC(=O)C.CCCCCC (EtOAc hexane). Product: crude product, BrC1=C(C(=CS1)C(=O)N[C@@H](C)C1=CC=C(C(=O)O)C=C1)CC1=CC(=CC=C1)Cl (4-[(1S)-1-({[5-bromo-4-(3-chlorobenzyl)-3-thienyl]carbonyl}amino)ethyl]benzoic acid). As a reaction SMILES: [Br:1][C:2]1[S:6][CH:5]=[C:4]([C:7]([NH:9][C@H:10]([C:12]2[CH:21]=[CH:20][C:15]([C:16]([O:18]C)=[O:17])=[CH:14][CH:13]=2)[CH3:11])=[O:8])[C:3]=1[CH2:22][C:23]1[CH:28]=[CH:27][CH:26]=[C:25]([Cl:29])[CH:24]=1>CCOC(C)=O.CCCCCC>[Br:1][C:2]1[S:6][CH:5]=[C:4]([C:7]([NH:9][C@H:10]([C:12]2[CH:13]=[CH:14][C:15]([C:16]([OH:18])=[O:17])=[CH:20][CH:21]=2)[CH3:11])=[O:8])[C:3]=1[CH2:22][C:23]1[CH:28]=[CH:27][CH:26]=[C:25]([Cl:29])[CH:24]=1 |f:1.2|. Reported procedure: Methyl 4-[(S)-1-({[5-bromo-4-(3-chlorobenzyl)-3-thienyl]carbonyl}amino)ethyl]benzoate from Example 4, Step 1 (25.0 mg, 0.0507 mmol) was reacted under conditions similar to Example 1, Step 11. After trituration of the crude product in 1:1 EtOAc/hexane, the desired product was obtained as an off-white solid. MS (−APCI): m/z 476 (M−1)−. The reactants are Cl.FC(C1=CC=C(C=C1)[C@H](N)C1=NC=CC=C1C(F)(F)F)(F)F ((S)-(4-(Trifluoromethyl)phenyl)(3-(trifluoromethyl)pyridin-2-yl)methanamine hydrochloride), Cl.FC(C1=CC=C(C=C1)[C@H](N)C1=NC=CC=C1C(F)(F)F)(F)F ((S)-(4-(Trifluoromethyl)phenyl)(3-(trifluoromethyl)pyridin-2-yl)methanamine hydrochloride), COC1=NC=C(C=N1)C(=O)O (2-methoxypyrimidine-5-carboxylic acid), CCN(C(C)C)C(C)C (DIPEA), C=1C=CC(=CC1)P(=O)(C=2C=CC=CC2)N=[N+]=[N-] (DPPA). The solvent is C1(=CC=CC=C1)C (toluene). Run at time 16 hour. The product is COC1=NC=C(C=N1)NC(=O)N[C@H](C1=NC=CC=C1C(F)(F)F)C1=CC=C(C=C1)C(F)(F)F ((S)-1-(2-Methoxypyrimidin-5-yl)-3-((4-(trifluoromethyl)-phenyl)(3-(trifluoromethyl)pyridin-2-yl)methyl)urea). RXN SMILES: [CH3:1][O:2][C:3]1[N:8]=[CH:7][C:6](C(O)=O)=[CH:5][N:4]=1.CC[N:14]([CH:18](C)C)C(C)C.C1C=CC(P(N=[N+]=[N-])(C2C=CC=CC=2)=[O:28])=CC=1.Cl.[F:39][C:40]([F:60])([F:59])[C:41]1[CH:46]=[CH:45][C:44]([C@@H:47]([C:49]2[C:54]([C:55]([F:58])([F:57])[F:56])=[CH:53][CH:52]=[CH:51][N:50]=2)[NH2:48])=[CH:43][CH:42]=1>C1(C)C=CC=CC=1>[CH3:1][O:2][C:3]1[N:4]=[CH:5][C:6]([NH:14][C:18]([NH:48][C@@H:47]([C:44]2[CH:43]=[CH:42][C:41]([C:40]([F:59])([F:39])[F:60])=[CH:46][CH:45]=2)[C:49]2[C:54]([C:55]([F:58])([F:56])[F:57])=[CH:53][CH:52]=[CH:51][N:50]=2)=[O:28])=[CH:7][N:8]=1 |f:3.4|. Procedure: To a solution of 2-methoxypyrimidine-5-carboxylic acid (57 mg, 0.370 mmol), DIPEA (0.161 mL, 0.925 mmol), and toluene (3 mL) was added DPPA (0.104 mL, 0.481 mmol). The reaction was stirred at 80° C. for 2 h. (S)-(4-(Trifluoromethyl)phenyl)(3-(trifluoromethyl)pyridin-2-yl)methanamine hydrochloride (Intermediate 1) (134 mg, 0.376 mmol) was then added as a solid in one portion. After 16 h, the reaction was concentrated in vacuo and the crude product was adsorbed onto a plug of silica gel and chroma...